Dataset: the Open Reaction Database (ORD), a public repository of structured organic reaction records. Task: describe an organic reaction: reactants, conditions, products, and yield Starting materials: O1C(CCCC1)OC(C=C)C1=C(C=CC=C1)SC1=CC=C(C=C1)F (1-tetrahydropyranyloxy-1-[2-(4-fluorophenylthio)phenyl]prop-2-ene), Br (HBr). Run in C(C)OCC (diethyl ether). Run at temperature 0 celsius, time 1 hour. Product: FC1=CC=C(C=C1)SC1=C(C=CC=C1)C=CCBr ((2-(4-fluorophenylthio)phenyl]-3-bromoprop-1-ene). RXN SMILES: O1CCCCC1O[CH:8]([C:11]1[CH:16]=[CH:15][CH:14]=[CH:13][C:12]=1[S:17][C:18]1[CH:23]=[CH:22][C:21]([F:24])=[CH:20][CH:19]=1)[CH:9]=[CH2:10].[BrH:25]>C(OCC)C>[F:24][C:21]1[CH:22]=[CH:23][C:18]([S:17][C:12]2[CH:13]=[CH:14][CH:15]=[CH:16][C:11]=2[CH:8]=[CH:9][CH2:10][Br:25])=[CH:19][CH:20]=1. Procedure: To 1-tetrahydropyranyloxy-1-[2-(4-fluorophenylthio)phenyl]prop-2-ene (2.71 g; 7.87 mmol) in 20 ml of diethyl ether under nitrogen cooled in an ice bath, was added concentrated HBr and the mixture stirred at 0° C. for one hour. The ice bath was removed and the reaction mixture stirred at room temperature overnight. The reaction mixture was poured into water and extracted twice with hexane. The organics were collected and washed with water and then brine and dried over MgSO4 and concentrated to af...